Dataset: the Open Reaction Database (ORD), a public repository of structured organic reaction records. Task: describe an organic reaction: reactants, conditions, products, and yield Starting materials: C(#N)C1=CC=C(CN2C(CNCC2)CC2=CN=CN2)C=C1 (1-(4′-Cyanobenzyl)imidazol-5-ylmethyl piperazine), EXAMPLE 2, CCN(C(C)C)C(C)C (DIEA), ClC(=O)OCC(C)(C)C (neopentyl chloroformate). Run in C(Cl)Cl (methylene chloride). Conditions: temperature 25 celsius, time 2 hour. The product is CC(COC(=O)N1CC(N(CC1)CC1=CC=C(C=C1)C#N)CC1=CN=CN1)(C)C (1-(4′-Cyanobenzyl)imidazol-5-ylmethyl piperazine-4-carboxylic acid-(2,2-dimethyl)propyl ester). RXN SMILES: [C:1]([C:3]1[CH:21]=[CH:20][C:6]([CH2:7][N:8]2[CH2:13][CH2:12][NH:11][CH2:10][CH:9]2[CH2:14][C:15]2[NH:19][CH:18]=[N:17][CH:16]=2)=[CH:5][CH:4]=1)#[N:2].CCN(C(C)C)C(C)C.Cl[C:32]([O:34][CH2:35][C:36]([CH3:39])([CH3:38])[CH3:37])=[O:33]>C(Cl)Cl>[CH3:37][C:36]([CH3:39])([CH3:38])[CH2:35][O:34][C:32]([N:11]1[CH2:12][CH2:13][N:8]([CH2:7][C:6]2[CH:5]=[CH:4][C:3]([C:1]#[N:2])=[CH:21][CH:20]=2)[CH:9]([CH2:14][C:15]2[NH:19][CH:18]=[N:17][CH:16]=2)[CH2:10]1)=[O:33]. Procedure details: To 1-(4′-Cyanobenzyl)imidazol-5-ylmethyl piperazine prepared as described in EXAMPLE 2 (0.416 mmol) in methylene chloride was added DIEA (0.832 mmol) and commercially available neopentyl chloroformate (0.499 mmol). This solution was stirred for 2 hours at 25° C. and then the title compound was purified on preparative hpic and isolated via lyophilization. FAB-MS: calc: 395.5 found: 396.2. 1H-NMR (CD3OD): 8.9 ppm (s, 1H); 7.8 ppm (d, 2H); 7.5 ppm (s, 1H); 7.45 ppm (d, 2H); 5.65 ppm (s, 2H); 3.8 pp... The reactants are CC(=O)Nc1nc(C=Cc2ccc(C(=O)O)c(F)c2)cs1, C, CO, CC(=O)O, C1CCOC1, [Pd]. Yields the product CC(=O)Nc1nc(CCc2ccc(C(=O)O)c(F)c2)cs1. RXN SMILES: [C:1]([CH3:2])(=[O:3])[NH:4][c:5]1[s:6][cH:7][c:8]([CH:10]=[CH:11][c:12]2[cH:13][c:14]([F:21])[c:15]([C:16](=[O:17])[OH:18])[cH:19][cH:20]2)[n:9]1.[C:33].[CH3:27][OH:28].[CH3:29][C:30](=[O:31])[OH:32].[O:22]1[CH2:23][CH2:24][CH2:25][CH2:26]1.[Pd:34]>>[C:1]([CH3:2])(=[O:3])[NH:4][c:5]1[s:6][cH:7][c:8]([CH2:10][CH2:11][c:12]2[cH:13][c:14]([F:21])[c:15]([C:16](=[O:17])[OH:18])[cH:19][cH:20]2)[n:9]1. The reactants are [Li+].CC(C)[N-]C(C)C (LDA), CC(CC1(C(N(CC1)CCC1=CC=CC=C1)=O)CC(=O)OC(C)(C)C)C (tert-butyl 3-(2-methylpropyl)-2-oxo-1-(2-phenylethyl)-3-pyrrolidineacetate), IC (iodomethane). Run in C1CCOC1 (THF). Reaction conditions: temperature -78 celsius, time 30 minute. The product is CC(C(=O)OC(C)(C)C)C1(C(N(CC1)CCC1=CC=CC=C1)=O)CC(C)C (tert-Butyl α-Methyl-3-(2-methylpropyl)-2-oxo-1-(2-phenylethyl)-3-pyrrolidineacetate). The yield is 78.7%. Reaction SMILES: [Li+].[CH3:2]C([N-]C(C)C)C.[CH3:9][CH:10]([CH3:34])[CH2:11][C:12]1([CH2:26][C:27]([O:29][C:30]([CH3:33])([CH3:32])[CH3:31])=[O:28])[CH2:16][CH2:15][N:14]([CH2:17][CH2:18][C:19]2[CH:24]=[CH:23][CH:22]=[CH:21][CH:20]=2)[C:13]1=[O:25].IC>C1COCC1>[CH3:2][CH:26]([C:12]1([CH2:11][CH:10]([CH3:34])[CH3:9])[CH2:16][CH2:15][N:14]([CH2:17][CH2:18][C:19]2[CH:20]=[CH:21][CH:22]=[CH:23][CH:24]=2)[C:13]1=[O:25])[C:27]([O:29][C:30]([CH3:32])([CH3:31])[CH3:33])=[O:28] |f:0.1|. Procedure: LDA (1.5 mL, 3.0 mmol, 2.0M in heptane/THF/ethylbenzene) is added to a solution of tert-butyl 3-(2-methylpropyl)-2-oxo-1-(2-phenylethyl)-3-pyrrolidineacetate (967 mg, 2.69 mmol) and THF (11.0 mL) at -78° C. The solution is stirred at -78° C. for 30 minutes and then iodomethane (0.19 mL, 3.1 mmol) is added. The solution is stirred at -78° C. for 2 hours and then allowed to slowly warm to room temperature overnight. Aqueous workup (EtOAc, MgSO4) and purification by flash chromatography (1:1 hexane...